This data is from the Open Reaction Database (ORD), a public repository of structured organic reaction records. The task is: describe an organic reaction: reactants, conditions, products, and yield The reactants are FC1=C(C=CC(=C1)F)C1(OC1)C(C)C=1C=NC=CC1 (2-(2,4-Difluorophenyl)-2-[1-(pyridin-3-yl)ethyl]oxirane), crude product, C(C)(=O)OCC (ethyl acetate), N1N=CN=C1 (1H-1,2,4-triazole), [Na] (sodium). The solvent is CN(C=O)C (N,N-dimethylformamide). Yields the product FC1=C(C=CC(=C1)F)C(CN1N=CN=C1)(C(C)C=1C=NC=CC1)O (2-(2,4-Difluorophenyl)-3-(pyridin-3-yl)-1-(1H-1,2,4-triazol-1-yl)butan-2-ol). Reaction SMILES: [F:1][C:2]1[CH:7]=[C:6]([F:8])[CH:5]=[CH:4][C:3]=1[C:9]1([CH:12]([C:14]2[CH:15]=[N:16][CH:17]=[CH:18][CH:19]=2)[CH3:13])[CH2:11][O:10]1.[NH:20]1[CH:24]=[N:23][CH:22]=[N:21]1.[Na].C(OCC)(=O)C>CN(C)C=O>[F:1][C:2]1[CH:7]=[C:6]([F:8])[CH:5]=[CH:4][C:3]=1[C:9]([OH:10])([CH:12]([C:14]1[CH:15]=[N:16][CH:17]=[CH:18][CH:19]=1)[CH3:13])[CH2:11][N:20]1[CH:24]=[N:23][CH:22]=[N:21]1 |^1:24|. Procedure details: Treatment of the product of part (iii) (4.30 g) with 1H-1,2,4-triazole, sodium salt (3.0 g) in N,N-dimethylformamide (50 ml) according to the method of Example 1(ii), followed by chromatography of the crude product on silica gel using ethyl acetate as eluant, first gave, after combination and evaporation of appropriate fractions, the title compound, diastereoisomeric pair A, (1.13 g), m.p. 113°-114° (from ether). Starting materials: [N+](=O)([O-])C1=CC=C(C=C1)SC1=NC2=CC=CC=C2C=C1 (2-(4-Nitrophenylthio)quinoline). The reagents and catalysts are [Pd] (Pd/C). Solvent: CN(C)C=O (DMF). Yields the product NC1=CC=C(C=C1)SC1=NC2=CC=CC=C2C=C1 (2-(4-aminophenylthio)quinoline). Isolated yield 9.4%. As a reaction SMILES: [N+:1]([C:4]1[CH:9]=[CH:8][C:7]([S:10][C:11]2[CH:20]=[CH:19][C:18]3[C:13](=[CH:14][CH:15]=[CH:16][CH:17]=3)[N:12]=2)=[CH:6][CH:5]=1)([O-])=O>CN(C=O)C.[Pd]>[NH2:1][C:4]1[CH:5]=[CH:6][C:7]([S:10][C:11]2[CH:20]=[CH:19][C:18]3[C:13](=[CH:14][CH:15]=[CH:16][CH:17]=3)[N:12]=2)=[CH:8][CH:9]=1. Procedure details: 2-(4-Nitrophenylthio)quinoline (0.42 moles, 12.0 g) was hydrogenated in 300 ml DMF over 5.0 g Pd/C for 3 hr at room temperature. The solution was filtered through celite and concentrated. The product was triturated with ether and hexane to yield 2-(4-aminophenylthio)quinoline 10.0 g, 93%. The reactants are BrC1=CC=CC=2C3=C(NC12)C1CCN(C3)CC1 (7-bromo-3,4,5,6-tetrahydro-1H-2,5-ethanoazepino[4,3-b]indole), C(=C)C=1C=NC=NC1 (5-vinylpyrimidine), S(=O)(=O)([O-])[O-].[Mg+2] (magnesium sulfate). Product: N1=CN=CC(=C1)/C=C/C1=CC=CC=2C3=C(NC12)C1CCN(C3)CC1 (7-[(E)-2-(pyrimidin-5-yl)vinyl]-3,4,5,6-tetrahydro-1H-2,5-ethanoazepino[4,3-b]indole). Reaction SMILES: Br[C:2]1[C:10]2[NH:9][C:8]3[CH:11]4[CH2:17][CH2:16][N:14]([CH2:15][C:7]=3[C:6]=2[CH:5]=[CH:4][CH:3]=1)[CH2:13][CH2:12]4.[CH:18]([C:20]1[CH:21]=[N:22][CH:23]=[N:24][CH:25]=1)=[CH2:19].S([O-])([O-])(=O)=O.[Mg+2]>>[N:22]1[CH:21]=[C:20](/[CH:18]=[CH:19]/[C:2]2[C:10]3[NH:9][C:8]4[CH:11]5[CH2:17][CH2:16][N:14]([CH2:15][C:7]=4[C:6]=3[CH:5]=[CH:4][CH:3]=2)[CH2:13][CH2:12]5)[CH:25]=[N:24][CH:23]=1 |f:2.3|. Procedure details: The product of Example 1B (265 mg, 0.91 mmol), the product of Example 29A (193 mg, 1.82 mmol) and magnesium sulfate (55 mg, 0.46 mmol) were combined and processed as described in Example 1D to provide the title compound as the slower eluting compound: 1H NMR (400 MHz, methanol-d4) δ ppm 2.04-2.20 (m, 4 H), 3.04-3.17 (m, 3 H), 3.22-3.30 (m, 2 H), 4.26 (s, 2 H), 7.05 (t, J=7.6 Hz, 1 H), 7.24 (d, J=16.8 Hz, 1 H), 7.31 (dd, J=7.9, 0.9 Hz, 1 H), 7.43-7.47 (m, J=7.3 Hz, 1 H), 7.89 (s, 1 H), 9.02 (d, J... The reactants are 3-a, C=1C=CC=2C(C1)=C3NC2N=C4C=5C=CC=CC5C(=N4)N=C6C=7C=CC=CC7C(N6)=NC=8C=9C=CC=CC9C(=N3)N8 (phthalocyanine), C1=CC=C2C(=C1)C3=NC4=C5C=CC=CC5=C([N-]4)N=C6C7=CC=CC=C7C(=N6)N=C8C9=CC=CC=C9C(=N8)N=C2[N-]3.[O-2].[Ti+4] (TiOPc), S(O)(O)(=O)=O (sulfuric acid). Run in O (water). Run at time 1 hour. Yields the product [Ti].C=1C=CC=2C(C1)=C3NC2N=C4C=5C=CC=CC5C(=N4)N=C6C=7C=CC=CC7C(N6)=NC=8C=9C=CC=CC9C(=N3)N8 (titanium phthalocyanine). As a reaction SMILES: [CH:1]1[CH:2]=[CH:3][C:4]2[C:5](=[C:7]3[N:39]=[C:38]4[N:40]=[C:31]([C:32]5[CH:33]=[CH:34][CH:35]=[CH:36][C:37]=54)[N:30]=[C:28]4[NH:29][C:21]([C:22]5[CH:23]=[CH:24][CH:25]=[CH:26][C:27]=54)=[N:20][C:18]4=[N:19][C:11]([C:12]5[CH:13]=[CH:14][CH:15]=[CH:16][C:17]=54)=[N:10][C:9]=2[NH:8]3)[CH:6]=1.C1C=C2C3[N-]C(C2=CC=1)=NC1=NC(C2C1=CC=CC=2)=NC1=NC(C2C1=CC=CC=2)=NC1[N-]C(=C2C=1C=CC=C2)N=3.[O-2].[Ti+4:82].S(=O)(=O)(O)O>O>[Ti:82].[CH:2]1[CH:1]=[CH:6][C:5]2[C:4](=[C:9]3[N:10]=[C:11]4[N:19]=[C:18]([C:17]5[CH:16]=[CH:15][CH:14]=[CH:13][C:12]=54)[N:20]=[C:21]4[NH:29][C:28]([C:27]5[CH:26]=[CH:25][CH:24]=[CH:23][C:22]=54)=[N:30][C:31]4=[N:40][C:38]([C:37]5[CH:36]=[CH:35][CH:34]=[CH:33][C:32]=54)=[N:39][C:7]=2[NH:8]3)[CH:3]=1 |f:1.2.3,6.7|. Procedure: The aforesaid 3-a phthalocyanine derivative (0.5 parts) was added to 10 parts of the TiOPc crude prepared in Example 1 and mixed together. The mixture was added to 80 parts of 78% sulfuric acid at 10° C. and the resulting solution was stirred for 1 hour with maintaining its temperature at not higher than 10°. The solution was poured into 400 parts of water, and precipitated crystals were filtrated. The crystals were washed with distilled water until the acid did not remain, and dried to give tit... The reactants are C1(=CC=CC=C1)S(=O)(=O)N[C@@H](C(=O)O)CO ((R)-2-benzenesulfonylamino-3-hydroxy-propionic acid), CC1=C(C=C(C=C1)C)N1CCNCC1 (1-(2,5-dimethylphenyl)-piperazine). Yields the product CC1=C(C=C(C=C1)C)N1CCN(CC1)C([C@@H](CO)NS(=O)(=O)C1=CC=CC=C1)=O (N-{(R)-2-[4-(2,5-dimethyl-phenyl)-piperazin-1-yl]-1-hydroxymethyl-2-oxo-ethyl}-benzenesulfonamide). RXN SMILES: [C:1]1([S:7]([NH:10][C@H:11]([CH2:15][OH:16])[C:12]([OH:14])=O)(=[O:9])=[O:8])[CH:6]=[CH:5][CH:4]=[CH:3][CH:2]=1.[CH3:17][C:18]1[CH:23]=[CH:22][C:21]([CH3:24])=[CH:20][C:19]=1[N:25]1[CH2:30][CH2:29][NH:28][CH2:27][CH2:26]1>>[CH3:17][C:18]1[CH:23]=[CH:22][C:21]([CH3:24])=[CH:20][C:19]=1[N:25]1[CH2:26][CH2:27][N:28]([C:12](=[O:14])[C@H:11]([NH:10][S:7]([C:1]2[CH:2]=[CH:3][CH:4]=[CH:5][CH:6]=2)(=[O:8])=[O:9])[CH2:15][OH:16])[CH2:29][CH2:30]1. Reported procedure: In analogy to example 2, (R)-2-benzenesulfonylamino-3-hydroxy-propionic acid was coupled with 1-(2,5-dimethylphenyl)-piperazine to give N-{(R)-2-[4-(2,5-dimethyl-phenyl)-piperazin-1-yl]-1-hydroxymethyl-2-oxo-ethyl}-benzenesulfonamide. Reactants: CCC(CC)(c1ccc(C=CC2(O)CCOCC2)c(C)c1)c1ccc(-c2ccc(CC(=O)OC)cc2)c(C)c1, CO, [Na+], C1CCOC1, [OH-]. The product is CCC(CC)(c1ccc(C=CC2(O)CCOCC2)c(C)c1)c1ccc(-c2ccc(CC(=O)O)cc2)c(C)c1. As a reaction SMILES: [CH3:3][O:4][C:5]([CH2:6][c:7]1[cH:8][cH:9][c:10](-[c:13]2[c:14]([CH3:40])[cH:15][c:16]([C:19]([CH2:20][CH3:21])([c:22]3[cH:23][c:24]([CH3:37])[c:25]([CH:28]=[CH:29][C:30]4([OH:36])[CH2:31][CH2:32][O:33][CH2:34][CH2:35]4)[cH:26][cH:27]3)[CH2:38][CH3:39])[cH:17][cH:18]2)[cH:11][cH:12]1)=[O:41].[CH3:47][OH:48].[Na+:2].[O:42]1[CH2:43][CH2:44][CH2:45][CH2:46]1.[OH-:1]>>[O:4]=[C:5]([CH2:6][c:7]1[cH:8][cH:9][c:10](-[c:13]2[c:14]([CH3:40])[cH:15][c:16]([C:19]([CH2:20][CH3:21])([c:22]3[cH:23][c:24]([CH3:37])[c:25]([CH:28]=[CH:29][C:30]4([OH:36])[CH2:31][CH2:32][O:33][CH2:34][CH2:35]4)[cH:26][cH:27]3)[CH2:38][CH3:39])[cH:17][cH:18]2)[cH:11][cH:12]1)[OH:41]. Reactants: BrC=1C(=NSC1)OC (4-Bromo-3-methoxyisothiazole), FS(=O)(=O)OC (methyl fluorosulfonate). Yields the product FS(=O)(=O)[O-].BrC=1C(=[N+](SC1)C)OC (4-bromo-3-methoxy-2-methylisothiazolium fluorosulfonate). The yield is 81.0%. Reaction SMILES: [Br:1][C:2]1[C:3]([O:7][CH3:8])=[N:4][S:5][CH:6]=1.[F:9][S:10]([O:13][CH3:14])(=[O:12])=[O:11]>>[F:9][S:10]([O-:13])(=[O:12])=[O:11].[Br:1][C:2]1[C:3]([O:7][CH3:8])=[N+:4]([CH3:14])[S:5][CH:6]=1 |f:2.3|. Reported procedure: 4-Bromo-3-methoxyisothiazole (8.0 g, 0.041 mol) and 10 ml of methyl fluorosulfonate were heated at 90° for 45 min. After cooling, the solid was washed with ether to yield 10.3 g (81%) of 4-bromo-3-methoxy-2-methylisothiazolium fluorosulfonate, mp 180°-182° C.